Dataset: the Open Reaction Database (ORD), a public repository of structured organic reaction records. Task: describe an organic reaction: reactants, conditions, products, and yield Reactants: C=O, CNCCc1cn(CCc2ccc(C)nc2)c2ccc(C)cc12, CS(C)=O, CC#N, O=C(O)C(F)(F)F. Yields the product Cc1ccc2c(c1)c1c(n2CCc2ccc(C)nc2)CN(C)CC1. Reaction SMILES: [CH2:31]=[O:32].[CH3:1][NH:2][CH2:3][CH2:4][c:5]1[cH:6][n:7]([CH2:15][CH2:16][c:17]2[cH:18][n:19][c:20]([CH3:23])[cH:21][cH:22]2)[c:8]2[cH:9][cH:10][c:11]([CH3:14])[cH:12][c:13]12.[CH3:33][S:34]([CH3:35])=[O:36].[CH3:37][C:38]#[N:39].[F:24][C:25]([F:26])([F:27])[C:28]([OH:29])=[O:30]>>[CH3:1][N:2]1[CH2:3][CH2:4][c:5]2[c:6]([n:7]([CH2:15][CH2:16][c:17]3[cH:18][n:19][c:20]([CH3:23])[cH:21][cH:22]3)[c:8]3[cH:9][cH:10][c:11]([CH3:14])[cH:12][c:13]23)[CH2:25]1. Starting materials: ClC(=O)N1C2=C(NC(C3=C1C=CC=C3)=O)C=CC=N2 (11-(chlorocarbonyl)-5,11-dihydro-6H-pyrido[2,3-b][1,4]benzodiazepin-6-one), C(CC)N(CCC1CNCCC1)CCC (3-[2-(dipropylamino)ethyl]piperidine). The solvent is C(C)O (ethanol). Yields the product Cl.C(CC)N(CCC1CN(CCC1)C(=O)N1C2=C(NC(C3=C1C=CC=C3)=O)C=CC=N2)CCC (5,11-Dihydro-11-[[3-[2-(dipropylamino)ethyl]-1-piperidinyl]carbonyl]-6H-pyrido[2,3-b][1,4]benzodiazepin-6-one-hydrochloride). Isolated yield 67.0%. As a reaction SMILES: [Cl:1][C:2]([N:4]1[C:10]2[CH:11]=[CH:12][CH:13]=[CH:14][C:9]=2[C:8](=[O:15])[NH:7][C:6]2[CH:16]=[CH:17][CH:18]=[N:19][C:5]1=2)=[O:3].[CH2:20]([N:23]([CH2:32][CH2:33][CH3:34])[CH2:24][CH2:25][CH:26]1[CH2:31][CH2:30][CH2:29][NH:28][CH2:27]1)[CH2:21][CH3:22]>C(O)C>[ClH:1].[CH2:32]([N:23]([CH2:20][CH2:21][CH3:22])[CH2:24][CH2:25][CH:26]1[CH2:31][CH2:30][CH2:29][N:28]([C:2]([N:4]2[C:10]3[CH:11]=[CH:12][CH:13]=[CH:14][C:9]=3[C:8](=[O:15])[NH:7][C:6]3[CH:16]=[CH:17][CH:18]=[N:19][C:5]2=3)=[O:3])[CH2:27]1)[CH2:33][CH3:34] |f:3.4|. Reported procedure: Prepared analogously to Example 1 from 11-(chlorocarbonyl)-5,11-dihydro-6H-pyrido[2,3-b][1,4]benzodiazepin-6-one and 3-[2-(dipropylamino)ethyl]piperidine in a yield of 67% of theory. Colourless crystals, m.p. 202°-205° C. (ethanol). Procedure: To a suspension of 8A (300 mg, 0.920 mmol) in NMP (2 mL) was added (4-methoxyphenyl)methanamine (0.120 mL, 0.920 mmol) and DIEA (0.161 mL, 0.920 mmol). The reaction mixture was stirred at 80° C. for 1 h, and then cooled to room temperature. Water was added. The light yellow solid was collected by filtration, rinsed with water and dried under vacuum to give 19A (348 mg, 89%). [M+H]=426. HPLC Peak Rt=3.000 minutes. (Chromolith column 4.6×50 mm eluting with 10-90% aqueous methanol over 4 minutes co... The reactants are O (Water), COC1=CC=C(C=C1)CN ((4-methoxyphenyl)methanamine), CCN(C(C)C)C(C)C (DIEA), BrC=1C=2N(N=C(C1)Cl)C(=CN2)C(=O)NC2=C(C=NC=C2)F (8-bromo-6-chloro-N-(3-fluoropyridin-4-yl)imidazo[1,2-b]pyridazine-3-carboxamide). The yield is 88.6%. Yields the product ClC=1C=C(C=2N(N1)C(=CN2)C(=O)NC2=C(C=NC=C2)F)NCC2=CC=C(C=C2)OC (6-chloro-N-(3-fluoropyridin-4-yl)-8-(4-methoxybenzylamino)imidazo[1,2-b]pyridazine-3-carboxamide). The solvent is CN1CCCC1=O (NMP). As a reaction SMILES: Br[C:2]1[C:3]2[N:4]([C:9]([C:12]([NH:14][C:15]3[CH:20]=[CH:19][N:18]=[CH:17][C:16]=3[F:21])=[O:13])=[CH:10][N:11]=2)[N:5]=[C:6]([Cl:8])[CH:7]=1.[CH3:22][O:23][C:24]1[CH:29]=[CH:28][C:27]([CH2:30][NH2:31])=[CH:26][CH:25]=1.CCN(C(C)C)C(C)C.O>CN1C(=O)CCC1>[Cl:8][C:6]1[CH:7]=[C:2]([NH:31][CH2:30][C:27]2[CH:28]=[CH:29][C:24]([O:23][CH3:22])=[CH:25][CH:26]=2)[C:3]2[N:4]([C:9]([C:12]([NH:14][C:15]3[CH:20]=[CH:19][N:18]=[CH:17][C:16]=3[F:21])=[O:13])=[CH:10][N:11]=2)[N:5]=1. Reaction conditions: temperature 80 celsius, time 1 hour. The product is ClC1=CC(=C(NC2=NC=NC3=CC(=C(C=C23)OC)OCC2COCC2)C=C1)F (4-(4-chloro-2-fluoroanilino)-6-methoxy-7-(tetrahydrofuran-3-ylmethoxy)quinazoline). Starting materials: C(CCC)P(CCCC)CCCC (tributylphosphine), N(=NC(=O)N1CCCCC1)C(=O)N1CCCCC1 (1,1′-(Azodicarbonyl)dipiperidine), ClC1=CC(=C(NC2=NC=NC3=CC(=C(C=C23)OC)O)C=C1)F (4-(4-chloro-2-fluoroanilino)-7-hydroxy-6-methoxyquinazoline), O1CC(CC1)CO (tetrahydro-3-furanmethanol). Procedure: 1,1′-(Azodicarbonyl)dipiperidine (560 mg, 2.2 mmol) was added in portions to a mixture of 4-(4-chloro-2-fluoroanilino)-7-hydroxy-6-methoxyquinazoline (240 mg, 0.75 mmol), (prepared as described for the starting material in Example 2), tetrahydro-3-furanmethanol (90 mg, 0.88 mmol) and tributylphosphine (440 mg, 2.2 mmol) in methylene chloride (12 ml) and the mixture stirred for 18 hours. The mixture was diluted with ether, and the resulting precipitate was removed by filtration. The solvent was r... Isolated yield 30.7%. Solvent: C(Cl)Cl (methylene chloride), CCOCC (ether). As a reaction SMILES: N(C(N1CCCCC1)=O)=NC(N1CCCCC1)=O.[Cl:19][C:20]1[CH:39]=[CH:38][C:23]([NH:24][C:25]2[C:34]3[C:29](=[CH:30][C:31]([OH:37])=[C:32]([O:35][CH3:36])[CH:33]=3)[N:28]=[CH:27][N:26]=2)=[C:22]([F:40])[CH:21]=1.[O:41]1[CH2:45][CH2:44][CH:43]([CH2:46]O)[CH2:42]1.C(P(CCCC)CCCC)CCC>C(Cl)Cl.CCOCC>[Cl:19][C:20]1[CH:39]=[CH:38][C:23]([NH:24][C:25]2[C:34]3[C:29](=[CH:30][C:31]([O:37][CH2:46][CH:43]4[CH2:44][CH2:45][O:41][CH2:42]4)=[C:32]([O:35][CH3:36])[CH:33]=3)[N:28]=[CH:27][N:26]=2)=[C:22]([F:40])[CH:21]=1. Conditions: time 18 hour.